From a dataset of the Open Reaction Database (ORD), a public repository of structured organic reaction records. describe an organic reaction: reactants, conditions, products, and yield Starting materials: BrCCCCBr, COc1ccc(Br)cc1, C1CCOC1, CCOC(C)=O, [Cl-], [Cl-], [Li+], [Mg], [NH4+]. The product is COc1ccc(CCCCBr)cc1. As a reaction SMILES: [Br:11][CH2:12][CH2:13][CH2:14][CH2:15][Br:16].[Br:1][c:2]1[cH:3][cH:4][c:5]([O:8][CH3:9])[cH:6][cH:7]1.[CH2:21]1[O:22][CH2:23][CH2:24][CH2:25]1.[CH3:26][CH2:27][O:28][C:29](=[O:30])[CH3:31].[Cl-:17].[Cl-:19].[Li+:18].[Mg:10].[NH4+:20]>>[c:2]1([CH2:15][CH2:14][CH2:13][CH2:12][Br:11])[cH:3][cH:4][c:5]([O:8][CH3:9])[cH:6][cH:7]1. The reactants are CC(=O)O[BH-](OC(C)=O)OC(C)=O, CCOC(=O)C1(CN)CC1, CC(=O)[O-], ClCCl, [Na+], [Na+], O=C1CCCCC1. Yields the product CCOC(=O)C1(CNC2CCCCC2)CC1. Reaction SMILES: [C:23]([O:24][BH-:25]([O:26][C:27](=[O:28])[CH3:29])[O:30][C:31](=[O:32])[CH3:33])(=[O:34])[CH3:35].[CH2:1]([CH3:2])[O:3][C:4](=[O:5])[C:6]1([CH2:9][NH2:10])[CH2:7][CH2:8]1.[CH3:19][C:20](=[O:21])[O-:22].[Cl:37][CH2:38][Cl:39].[Na+:18].[Na+:36].[O:11]=[C:12]1[CH2:13][CH2:14][CH2:15][CH2:16][CH2:17]1>>[CH2:1]([CH3:2])[O:3][C:4](=[O:5])[C:6]1([CH2:9][NH:10][CH:12]2[CH2:13][CH2:14][CH2:15][CH2:16][CH2:17]2)[CH2:7][CH2:8]1. The reactants are CCOCC, O, C=CCCCC(=O)c1ccc(-c2ccccc2)cc1. Yields the product C=CCCCC(O)c1ccc(-c2ccccc2)cc1. As a reaction SMILES: [CH3:21][CH2:22][O:23][CH2:24][CH3:25].[OH2:20].[c:1]1(-[c:14]2[cH:15][cH:16][cH:17][cH:18][cH:19]2)[cH:2][cH:3][c:4]([C:7]([CH2:8][CH2:9][CH2:10][CH:11]=[CH2:12])=[O:13])[cH:5][cH:6]1>>[c:1]1(-[c:14]2[cH:15][cH:16][cH:17][cH:18][cH:19]2)[cH:2][cH:3][c:4]([CH:7]([CH2:8][CH2:9][CH2:10][CH:11]=[CH2:12])[OH:13])[cH:5][cH:6]1. Starting materials: CCOC(=O)c1c(C(C)C)n(Cc2ccccc2)c2cc([N+](=O)[O-])c(F)cc12, CCO, CCOC(C)=O, [Na+], [OH-]. Yields the product CC(C)c1c(C(=O)O)c2cc(F)c([N+](=O)[O-])cc2n1Cc1ccccc1. RXN SMILES: [CH2:1]([CH3:2])[O:3][C:4](=[O:5])[c:6]1[c:7]([CH:26]([CH3:27])[CH3:28])[n:8]([CH2:19][c:20]2[cH:21][cH:22][cH:23][cH:24][cH:25]2)[c:9]2[cH:10][c:11]([N+:16](=[O:17])[O-:18])[c:12]([F:15])[cH:13][c:14]12.[CH3:31][CH2:32][OH:33].[CH3:34][CH2:35][O:36][C:37]([CH3:38])=[O:39].[Na+:30].[OH-:29]>>[O:3]=[C:4]([OH:5])[c:6]1[c:7]([CH:26]([CH3:27])[CH3:28])[n:8]([CH2:19][c:20]2[cH:21][cH:22][cH:23][cH:24][cH:25]2)[c:9]2[cH:10][c:11]([N+:16](=[O:17])[O-:18])[c:12]([F:15])[cH:13][c:14]12.